This data is from the Open Reaction Database (ORD), a public repository of structured organic reaction records. The task is: describe an organic reaction: reactants, conditions, products, and yield Reactants: Cl.Cl.C(C1=CC=CC=C1)(C1=CC=CC=C1)C1N(CCNC1)C (2-benzhydryl-1-methylpiperazine dihydrochloride), solution, C(C)(=O)O[BH-](OC(C)=O)OC(C)=O.[Na+] (sodium triacetoxyborohydride), COC1=C(C=O)C=CC=C1 (2-methoxybenzaldehyde). Run in CN(C=O)C (N,N-dimethylformamide), CN(C=O)C (N,N-dimethylformamide). The product is C(C1=CC=CC=C1)(C1=CC=CC=C1)C1N(CCN(C1)CC1=C(C=CC=C1)OC)C (2-benzhydryl-4-(2-methoxybenzyl)-1-methylpiperazine). The yield is 73.8%. As a reaction SMILES: C(O[BH-](OC(=O)C)OC(=O)C)(=O)C.[Na+].[CH3:15][O:16][C:17]1[CH:24]=[CH:23][CH:22]=[CH:21][C:18]=1[CH:19]=O.Cl.Cl.[CH:27]([CH:40]1[CH2:45][NH:44][CH2:43][CH2:42][N:41]1[CH3:46])([C:34]1[CH:39]=[CH:38][CH:37]=[CH:36][CH:35]=1)[C:28]1[CH:33]=[CH:32][CH:31]=[CH:30][CH:29]=1>CN(C)C=O>[CH:27]([CH:40]1[CH2:45][N:44]([CH2:19][C:18]2[CH:21]=[CH:22][CH:23]=[CH:24][C:17]=2[O:16][CH3:15])[CH2:43][CH2:42][N:41]1[CH3:46])([C:34]1[CH:39]=[CH:38][CH:37]=[CH:36][CH:35]=1)[C:28]1[CH:29]=[CH:30][CH:31]=[CH:32][CH:33]=1 |f:0.1,3.4.5|. Procedure: A 1M solution of sodium triacetoxyborohydride in N,N-dimethylformamide (75 μl) was added portionwise to a mixture of 2-methoxybenzaldehyde (7.5 mg) and a solution of 2-benzhydryl-1-methylpiperazine dihydrochloride (17.0 mg) in N,N-dimethylformamide (50 μl) at 0° C. and the whole was stirred at 0° C. to 5° C. for 1 hour and further at 5° C. to room temperature for 1 hour. The mixture was extracted with aqueous 0.25N sulfuric acid solution and washed with ethyl acetate. The combined solution was a... The reactants are Cc1cc(N2CC=C(C(=O)OC(C)C)CC2)c2cccc(Br)c2n1, CCO, Cc1ccccc1, OB(O)Oc1ccc(Cl)cc1Cl, [Na+], [Na+], O=C([O-])[O-], O, c1ccc(P(c2ccccc2)(c2ccccc2)[Pd](P(c2ccccc2)(c2ccccc2)c2ccccc2)(P(c2ccccc2)(c2ccccc2)c2ccccc2)P(c2ccccc2)(c2ccccc2)c2ccccc2)cc1. Product: Cc1cc(N2CC=C(C(=O)OC(C)C)CC2)c2cccc(-c3ccc(Cl)cc3Cl)c2n1. Reaction SMILES: [Br:1][c:2]1[cH:3][cH:4][cH:5][c:6]2[c:7]([N:13]3[CH2:14][CH2:15][C:16]([C:19](=[O:20])[O:21][CH:22]([CH3:23])[CH3:24])=[CH:17][CH2:18]3)[cH:8][c:9]([CH3:12])[n:10][c:11]12.[CH3:121][CH2:122][OH:123].[CH3:124][c:125]1[cH:126][cH:127][cH:128][cH:129][cH:130]1.[Cl:25][c:26]1[c:27]([O:33][B:34]([OH:35])[OH:36])[cH:28][cH:29][c:30]([Cl:32])[cH:31]1.[Na+:37].[Na+:38].[O-:39][C:40](=[O:41])[O-:42].[OH2:43].[cH:44]1[cH:45][cH:46][c:47]([P:48]([Pd:49]([P:50]([c:51]2[cH:52][cH:53][cH:54][cH:55][cH:56]2)([c:57]2[cH:58][cH:59][cH:60][cH:61][cH:62]2)[c:63]2[cH:64][cH:65][cH:66][cH:67][cH:68]2)([P:69]([c:70]2[cH:71][cH:72][cH:73][cH:74][cH:75]2)([c:76]2[cH:77][cH:78][cH:79][cH:80][cH:81]2)[c:82]2[cH:83][cH:84][cH:85][cH:86][cH:87]2)[P:88]([c:89]2[cH:90][cH:91][cH:92][cH:93][cH:94]2)([c:95]2[cH:96][cH:97][cH:98][cH:99][cH:100]2)[c:101]2[cH:102][cH:103][cH:104][cH:105][cH:106]2)([c:107]2[cH:108][cH:109][cH:110][cH:111][cH:112]2)[c:113]2[cH:114][cH:115][cH:116][cH:117][cH:118]2)[cH:119][cH:120]1>>[c:2]1(-[c:27]2[c:26]([Cl:25])[cH:31][c:30]([Cl:32])[cH:29][cH:28]2)[cH:3][cH:4][cH:5][c:6]2[c:7]([N:13]3[CH2:14][CH2:15][C:16]([C:19](=[O:20])[O:21][CH:22]([CH3:23])[CH3:24])=[CH:17][CH2:18]3)[cH:8][c:9]([CH3:12])[n:10][c:11]12. Reactants: NO (hydroxylamine), BrC1=CC=C(C2=CC=CC=C12)C=O (4-bromo-1-naphthalenecarboxaldehyde), BrC1=CC=C(C2=CC=CC=C12)Br (1,4-dibromonaphthalene). Run in C(C)O (ethanol). Conditions: time 3 hour. Yields the product BrC1=CC=C(C2=CC=CC=C12)C=NO (4-bromo-1-naphthalenecarboxaldehyde oxime). RXN SMILES: [NH2:1][OH:2].[Br:3][C:4]1[C:13]2[C:8](=[CH:9][CH:10]=[CH:11][CH:12]=2)[C:7]([CH:14]=O)=[CH:6][CH:5]=1.BrC1C2C(=CC=CC=2)C(Br)=CC=1>C(O)C>[Br:3][C:4]1[C:13]2[C:8](=[CH:9][CH:10]=[CH:11][CH:12]=2)[C:7]([CH:14]=[N:1][OH:2])=[CH:6][CH:5]=1. Reported procedure: An aqueous solution of hydroxylamine (1.25 mL, 50% in water) was added to a stirred solution of 4-bromo-1-naphthalenecarboxaldehyde (3.7 g, 15.7 mmol, prepared from commercially available 1,4-dibromonaphthalene by the method described in European Journal of Organic Chemistry 2006, 10, 2329-2335) in ethanol (30 mL). After stirring at room temperature for 3 h, the reaction mixture was concentrated under reduced pressure to provide the title compound as a pale yellow solid (3.8 g). 1H NMR (Me2S(O)-... Reactants: [N+](=O)([O-])C=1C=C(C=CC1)O (3-nitrophenol), [OH-].[Na+] (NaOH), BrCCO (2-bromoethanol). The solvent is CN(C)C=O (DMF). Conditions: temperature 60 celsius. The product is [N+](=O)([O-])C=1C=C(OCCO)C=CC1 (2-(3-Nitro-phenoxy)-ethanol). As a reaction SMILES: [N+:1]([C:4]1[CH:5]=[C:6]([OH:10])[CH:7]=[CH:8][CH:9]=1)([O-:3])=[O:2].[OH-].[Na+].Br[CH2:14][CH2:15][OH:16]>CN(C=O)C>[N+:1]([C:4]1[CH:5]=[C:6]([CH:7]=[CH:8][CH:9]=1)[O:10][CH2:14][CH2:15][OH:16])([O-:3])=[O:2] |f:1.2|. Procedure: To a solution of 3-nitrophenol (10 g, 71.9 mmol) in DMF (40 ml) was added NaOH pellets (3.16 g, 79.1 mmol) and 2-bromoethanol (5.6 ml, 79.1 mmol). The reaction mixture was heated at 60° C. for 18 h. LCMS indicated 65% conversion to the required product. The reaction mixture was diluted with water (10 ml) and was slowly neutralised with 2M HCl. The reaction mixture was extracted with EtOAc (50 ml) and washed with water (50 ml). The EtOAc layer dried (Na2SO4), filtered and evaporated to dryness. F... Product: ClC1=C(C=C(C=C1N1CCC2(CNC2)CC1)C#N)NC1=NN2C(C(=N1)NC1CC1)=NC=C2C#N (2-((2-chloro-5-cyano-3-(2,7-diazaspiro[3.5]nonan-7-yl)phenyl)amino)-4-(cyclopropylamino)imidazo[2,1-f][1,2,4]triazine-7-carbonitrile). Reaction SMILES: [CH2:1]1[C:4]2([CH2:9][CH2:8][NH:7][CH2:6][CH2:5]2)[CH2:3][N:2]1C(OC(C)(C)C)=O.[Cl:17][C:18]1[C:23](N2CCNCC2)=[CH:22][C:21]([C:30]#[N:31])=[CH:20][C:19]=1[NH:32][C:33]1[N:38]=[C:37]([N:39]([CH:49]2[CH2:51][CH2:50]2)CC2C=CC(OC)=CC=2)[C:36]2=[N:52][CH:53]=[C:54]([C:55]#[N:56])[N:35]2[N:34]=1>>[Cl:17][C:18]1[C:23]([N:7]2[CH2:6][CH2:5][C:4]3([CH2:1][NH:2][CH2:3]3)[CH2:9][CH2:8]2)=[CH:22][C:21]([C:30]#[N:31])=[CH:20][C:19]=1[NH:32][C:33]1[N:38]=[C:37]([NH:39][CH:49]2[CH2:51][CH2:50]2)[C:36]2=[N:52][CH:53]=[C:54]([C:55]#[N:56])[N:35]2[N:34]=1. Reactants: C1N(CC12CCNCC2)C(=O)OC(C)(C)C (tert-butyl 2,7-diazaspiro[3.5]nonane-2-carboxylate), ClC1=C(C=C(C=C1N1CCNCC1)C#N)NC1=NN2C(C(=N1)N(CC1=CC=C(C=C1)OC)C1CC1)=NC=C2C#N (2-((2-chloro-5-cyano-3-(piperazin-1-yl)phenyl)amino)-4-(cyclopropyl(4-methoxybenzyl)amino)imidazo[2,1-f][1,2,4]triazine-7-carbonitrile). Procedure: The title compound was prepared from tert-butyl 2,7-diazaspiro[3.5]nonane-2-carboxylate using a method to prepare Intermediate 11 and method analogous to that used to prepare Example 1. The reactants are Cl (HCl), COC=1C=C2CCC(NC2=CC1)=O (6-Methoxy-2-oxo-1,2,3,4-tetrahydroquinoline), C(CN)N (ethylenediamine), [OH-].[Na+] (NaOH), CC=1C=CC(=CC1)S(=O)(=O)O.O (p-TsOH.H2O). Reaction conditions: temperature 200 celsius. Yields the product COC=1C=C2CCC=3N(C2=CC1)CCN3 (7-Methoxy-1,2,4,5-tetrahydroimidazo[1,2-a]quinoline). Yield: 11.9%. As a reaction SMILES: [CH3:1][O:2][C:3]1[CH:4]=[C:5]2[C:10](=[CH:11][CH:12]=1)[NH:9][C:8](=O)[CH2:7][CH2:6]2.[CH2:14](N)[CH2:15][NH2:16].CC1C=CC(S(O)(=O)=O)=CC=1.O.Cl.[OH-].[Na+]>>[CH3:1][O:2][C:3]1[CH:4]=[C:5]2[C:10](=[CH:11][CH:12]=1)[N:9]1[CH2:14][CH2:15][N:16]=[C:8]1[CH2:7][CH2:6]2 |f:2.3,5.6|. Procedure: To a mixture of Compound 13 (0.50 g, 2.6 mmol) and ethylenediamine (0.88 ml, 13.1 mmol) was added p-TsOH.H2O (2.5 g, 13.1 mmol), and heated to 200° C. for 24 h. The cooled mixture was solved with 6N HCl, basified with NaOH aq., and extracted with CH2Cl2. The organic layers were combined, dried over MgSO4, filtered, and concentrated. This residue was purified by SiO2 chromatography to give Compound 14 (63 mg, 0.31 mmol, 12%) as a colorless oil. The reactants are OC1=CC=CC(=N1)C(=O)OC (methyl 6-hydroxypicolinate), BrCC1=CC=CC=C1 ((bromomethyl)benzene). Reagents/catalysts: C([O-])([O-])=O.[Ag+2] (silver carbonate). Solvent: C1(=CC=CC=C1)C (toluene). Run at temperature 80 celsius, time 8 hour. Yields the product C(C1=CC=CC=C1)OC1=CC=CC(=N1)C(=O)OC (methyl 6-(benzyloxy)picolinate). Yield: 53.4%. Reaction SMILES: [OH:1][C:2]1[N:7]=[C:6]([C:8]([O:10][CH3:11])=[O:9])[CH:5]=[CH:4][CH:3]=1.Br[CH2:13][C:14]1[CH:19]=[CH:18][CH:17]=[CH:16][CH:15]=1>C1(C)C=CC=CC=1.C(=O)([O-])[O-].[Ag+2]>[CH2:13]([O:1][C:2]1[N:7]=[C:6]([C:8]([O:10][CH3:11])=[O:9])[CH:5]=[CH:4][CH:3]=1)[C:14]1[CH:19]=[CH:18][CH:17]=[CH:16][CH:15]=1 |f:3.4|. Procedure: A mixture of methyl 6-hydroxypicolinate (3.06 g, 20.0 mmol), (bromomethyl)benzene (6.84 g, 40.0 mmol), and silver carbonate (11 g, 40 mmol) in toluene (150 mL) was stirred at 80° C. overnight. After cooling and filtration, the filtrate was concentrated under reduced pressure. The residue was purified by silica gel column chromatography eluting with petroleum ether/ethyl acetate (20:1) to give methyl 6-(benzyloxy)picolinate (2.6 g, 53%) as a white solid.